This data is from the Open Reaction Database (ORD), a public repository of structured organic reaction records. The task is: describe an organic reaction: reactants, conditions, products, and yield Reactants: CC(=O)[O-], Cc1c(I)nnn1-c1ccccc1Cl, [Na+], CN(C)C=O, O, c1cnc2scnc2c1. Product: Cc1c(-c2nc3cccnc3s2)nnn1-c1ccccc1Cl. RXN SMILES: [CH3:25][C:26](=[O:27])[O-:28].[Cl:1][c:2]1[c:3](-[n:8]2[n:9][n:10][c:11]([I:14])[c:12]2[CH3:13])[cH:4][cH:5][cH:6][cH:7]1.[Na+:24].[O:29]=[CH:30][N:31]([CH3:32])[CH3:33].[OH2:34].[n:15]1[cH:16][s:17][c:18]2[n:19][cH:20][cH:21][cH:22][c:23]12>>[Cl:1][c:2]1[c:3](-[n:8]2[n:9][n:10][c:11](-[c:16]3[n:15][c:23]4[c:18]([s:17]3)[n:19][cH:20][cH:21][cH:22]4)[c:12]2[CH3:13])[cH:4][cH:5][cH:6][cH:7]1. Reactants: O=C([O-])[O-], CCCC[Sn](CCCC)(CCCC)c1ccc(-n2cnc(C)c2)cc1, Cc1ccccc1, ClCCl, Fc1ccc(Cn2ccc3c(Cl)ccnc32)cc1, [K+], [K+], O, c1ccc(P(c2ccccc2)(c2ccccc2)[Pd](P(c2ccccc2)(c2ccccc2)c2ccccc2)(P(c2ccccc2)(c2ccccc2)c2ccccc2)P(c2ccccc2)(c2ccccc2)c2ccccc2)cc1. Product: Cc1cn(-c2ccc(-c3ccnc4c3ccn4Cc3ccc(F)cc3)cc2)cn1. RXN SMILES: [C:44](=[O:45])([O-:46])[O-:47].[CH3:19][c:20]1[n:21][cH:22][n:23](-[c:25]2[cH:26][cH:27][c:28]([Sn:31]([CH2:32][CH2:33][CH2:34][CH3:35])([CH2:36][CH2:37][CH2:38][CH3:39])[CH2:40][CH2:41][CH2:42][CH3:43])[cH:29][cH:30]2)[cH:24]1.[CH3:50][c:51]1[cH:52][cH:53][cH:54][cH:55][cH:56]1.[Cl:134][CH2:135][Cl:136].[Cl:1][c:2]1[c:3]2[c:4]([n:5][cH:6][cH:7]1)[n:8]([CH2:11][c:12]1[cH:13][cH:14][c:15]([F:18])[cH:16][cH:17]1)[cH:9][cH:10]2.[K+:48].[K+:49].[OH2:137].[cH:57]1[cH:58][cH:59][c:60]([P:61]([Pd:62]([P:63]([c:64]2[cH:65][cH:66][cH:67][cH:68][cH:69]2)([c:70]2[cH:71][cH:72][cH:73][cH:74][cH:75]2)[c:76]2[cH:77][cH:78][cH:79][cH:80][cH:81]2)([P:82]([c:83]2[cH:84][cH:85][cH:86][cH:87][cH:88]2)([c:89]2[cH:90][cH:91][cH:92][cH:93][cH:94]2)[c:95]2[cH:96][cH:97][cH:98][cH:99][cH:100]2)[P:101]([c:102]2[cH:103][cH:104][cH:105][cH:106][cH:107]2)([c:108]2[cH:109][cH:110][cH:111][cH:112][cH:113]2)[c:114]2[cH:115][cH:116][cH:117][cH:118][cH:119]2)([c:120]2[cH:121][cH:122][cH:123][cH:124][cH:125]2)[c:126]2[cH:127][cH:128][cH:129][cH:130][cH:131]2)[cH:132][cH:133]1>>[c:2]1(-[c:28]2[cH:27][cH:26][c:25](-[n:23]3[cH:22][n:21][c:20]([CH3:19])[cH:24]3)[cH:30][cH:29]2)[c:3]2[c:4]([n:5][cH:6][cH:7]1)[n:8]([CH2:11][c:12]1[cH:13][cH:14][c:15]([F:18])[cH:16][cH:17]1)[cH:9][cH:10]2.